Dataset: the Open Reaction Database (ORD), a public repository of structured organic reaction records. Task: describe an organic reaction: reactants, conditions, products, and yield Starting materials: ClC1=C(N)C=CC(=C1)OC (2-chloro-4-methoxyaniline), C(=S)(Cl)Cl (thiophosgene). The solvent is C(O)([O-])=O.[Na+] (sodium hydrogen carbonate), O1CCCC1 (tetrahydrofuran). Reaction conditions: time 30 minute. Yields the product ClC1=C(C=CC(=C1)OC)N=C=S (2-Chloro-1-isothiocyanato-4-methoxybenzene). The yield is 68.5%. As a reaction SMILES: [Cl:1][C:2]1[CH:8]=[C:7]([O:9][CH3:10])[CH:6]=[CH:5][C:3]=1[NH2:4].[C:11](Cl)(Cl)=[S:12]>C(=O)([O-])O.[Na+].O1CCCC1>[Cl:1][C:2]1[CH:8]=[C:7]([O:9][CH3:10])[CH:6]=[CH:5][C:3]=1[N:4]=[C:11]=[S:12] |f:2.3|. Procedure details: To a stirred solution of 2-chloro-4-methoxyaniline (7.90 g, 50.1 mmol) in saturated aqueous sodium hydrogen carbonate (40 mL) and tetrahydrofuran (40 mL) was added thiophosgene (4.99 mL, 65.1 mmol) at room temperature. After 30 min, the reaction mixture was extracted with ethyl acetate, washed with aqueous sodium hydrogen carbonate and brine, dried over sodium sulfate, filtrated, and concentrated in vacuo. The resulting solid was washed with n-hexane to give the title compound as a pale red soli...